From a dataset of the Open Reaction Database (ORD), a public repository of structured organic reaction records. describe an organic reaction: reactants, conditions, products, and yield Reactants: CCC1C=C(C)CC(C)CC(OC)C2OC(O)(C(=O)C(=O)N3CCCCC3C(=O)OC(C(C)=CC3CCC(O)C(OC)C3)C(C)CCC1=O)C(C)CC2OC, ClCCl, C1CCCCC1, CCOC(C)=O, C=CCOC(=N)C(Cl)(Cl)Cl, O=S(=O)(O)C(F)(F)F. Yields the product C=CCOC1CCC(C=C(C)C2OC(=O)C3CCCCN3C(=O)C(=O)C3(O)OC(C(OC)CC(C)CC(C)=CC(CC)C(=O)CCC2C)C(OC)CC3C)CC1OC. As a reaction SMILES: [CH2:1]([CH3:2])[CH:3]1[C:4](=[O:55])[CH2:5][CH2:6][CH:7]([CH3:54])[CH:8]([C:42](=[CH:43][CH:44]2[CH2:45][CH:46]([O:51][CH3:52])[CH:47]([OH:50])[CH2:48][CH2:49]2)[CH3:53])[O:9][C:10](=[O:41])[CH:11]2[CH2:12][CH2:13][CH2:14][CH2:15][N:16]2[C:17](=[O:40])[C:18](=[O:39])[C:19]2([OH:38])[CH:20]([CH3:37])[CH2:21][CH:22]([O:35][CH3:36])[CH:23]([CH:24]([O:32][CH3:33])[CH2:25][CH:26]([CH3:31])[CH2:27][C:28]([CH3:30])=[CH:29]1)[O:34]2.[CH2:74]([Cl:75])[Cl:76].[CH2:77]1[CH2:78][CH2:79][CH2:80][CH2:81][CH2:82]1.[CH3:83][CH2:84][O:85][C:86](=[O:87])[CH3:88].[Cl:56][C:57]([Cl:58])([Cl:59])[C:63](=[NH:64])[O:65][CH2:60][CH:61]=[CH2:62].[OH:66][S:67]([C:68]([F:69])([F:70])[F:71])(=[O:72])=[O:73]>>[CH2:1]([CH3:2])[CH:3]1[C:4](=[O:55])[CH2:5][CH2:6][CH:7]([CH3:54])[CH:8]([C:42](=[CH:43][CH:44]2[CH2:45][CH:46]([O:51][CH3:52])[CH:47]([O:50][CH2:62][CH:61]=[CH2:60])[CH2:48][CH2:49]2)[CH3:53])[O:9][C:10](=[O:41])[CH:11]2[CH2:12][CH2:13][CH2:14][CH2:15][N:16]2[C:17](=[O:40])[C:18](=[O:39])[C:19]2([OH:38])[CH:20]([CH3:37])[CH2:21][CH:22]([O:35][CH3:36])[CH:23]([CH:24]([O:32][CH3:33])[CH2:25][CH:26]([CH3:31])[CH2:27][C:28]([CH3:30])=[CH:29]1)[O:34]2. Starting materials: BrC=1C(=NC(=NC1)SC)C=N[S@@](=O)C(C)(C)C ((S)—N-((5-bromo-2-(methylthio)pyrimidin-4-yl)methylene)-2-methylpropane-2-sulfinamide), [NH4+].[Cl-] (NH4Cl), FC=1C=C(C[Mg]Br)C=C(C1)F (3,5-difluorobenzylmagnesium bromide). Run in C1CCOC1 (THF). Run at temperature -78 celsius, time 10 minute. Yields the product BrC=1C(=NC(=NC1)SC)[C@@H](CC1=CC(=CC(=C1)F)F)N[S@@](=O)C(C)(C)C ((S)—N—((R)-1-(5-bromo-2-(methylthio)pyrimidin-4-yl)-2-(3,5-difluorophenyl)ethyl)-2-methylpropane-2-sulfinamide), BrC=1C(=NC(=NC1)SC)[C@H](CC1=CC(=CC(=C1)F)F)N[S@@](=O)C(C)(C)C ((S)—N—((S)-1-(5-bromo-2-(methylthio)pyrimidin-4-yl)-2-(3,5-difluorophenyl)ethyl)-2-methylpropane-2-sulfinamide). Reaction SMILES: [Br:1][C:2]1[C:3]([CH:10]=[N:11][S@:12]([C:14]([CH3:17])([CH3:16])[CH3:15])=[O:13])=[N:4][C:5]([S:8][CH3:9])=[N:6][CH:7]=1.[F:18][C:19]1[CH:20]=[C:21]([CH:25]=[C:26]([F:28])[CH:27]=1)[CH2:22][Mg]Br.[NH4+].[Cl-]>C1COCC1>[Br:1][C:2]1[C:3]([C@H:10]([NH:11][S@:12]([C:14]([CH3:17])([CH3:16])[CH3:15])=[O:13])[CH2:22][C:21]2[CH:20]=[C:19]([F:18])[CH:27]=[C:26]([F:28])[CH:25]=2)=[N:4][C:5]([S:8][CH3:9])=[N:6][CH:7]=1.[Br:1][C:2]1[C:3]([C@@H:10]([NH:11][S@:12]([C:14]([CH3:17])([CH3:16])[CH3:15])=[O:13])[CH2:22][C:21]2[CH:20]=[C:19]([F:18])[CH:27]=[C:26]([F:28])[CH:25]=2)=[N:4][C:5]([S:8][CH3:9])=[N:6][CH:7]=1 |f:2.3|. Reported procedure: To a solution of (S)—N-((5-bromo-2-(methylthio)pyrimidin-4-yl)methylene)-2-methylpropane-2-sulfinamide (11C, 2.97 g. 8.8 mmol) in THF (18 mL) cooled to −78° C. was drop wise added 3,5-difluorobenzylmagnesium bromide (53 mL, 0.25 M in Ether, 13.3 mmol). After stirring at −78° C. for 10 min, NH4Cl (sat. aq.) (10 ml) was added to the reaction and warmed up to ambient temperature. Extracted with EtOAc and the organic layer was dried with Na2SO4(s). The solvent was removed and the residue was purifie... Yields the product [Si](C)(C)(C(C)(C)C)O[C@H]([C@H](CO)C)[C@@H]1OC(OC1)(C)C ((2S,3R)-3-(tert-butyldimethylsilyloxy)-3-((R)-2,2-dimethyl-1,3-dioxolan-4-yl)-2-methylpropan-1-ol). Solvent: C(C)OCC (diethyl ether), [OH-].[Na+] (NaOH), C1CCOC1 (THF). Procedure: To a solution of (R)-4-benzyl-3-((2R,3R)-3-(tert-butyldimethylsilyloxy)-3-((R)-2,2-dimethyl-1,3-dioxolan-4-yl)-2-methylpropanoyl)oxazolidin-2-one (1.0 equiv.) and ethanol (3.0 equiv.) in THF (0.09 M) was added LiBH4 (1.0 equiv.) at −40° C. The reaction mixture was allowed to warm up to rt slowly and stirred at that temperature for 12 hours. The solution was cooled back to −40° C. and additional LiBH4 (0.3 equiv.) was added. After warming back up to rt and stirring for 2 hours the solution was th... Starting materials: [Li+].[BH4-] (LiBH4), C(C1=CC=CC=C1)[C@H]1N(C(OC1)=O)C([C@@H]([C@H]([C@@H]1OC(OC1)(C)C)O[Si](C)(C)C(C)(C)C)C)=O ((R)-4-benzyl-3-((2R,3R)-3-(tert-butyldimethylsilyloxy)-3-((R)-2,2-dimethyl-1,3-dioxolan-4-yl)-2-methylpropanoyl)oxazolidin-2-one), C(C)O (ethanol), [Li+].[BH4-] (LiBH4). Reaction conditions: time 12 hour. RXN SMILES: C([C@@H]1COC(=O)N1[C:14](=[O:33])[C@H:15]([CH3:32])[C@@H:16]([O:24][Si:25]([C:28]([CH3:31])([CH3:30])[CH3:29])([CH3:27])[CH3:26])[C@H:17]1[CH2:21][O:20][C:19]([CH3:23])([CH3:22])[O:18]1)C1C=CC=CC=1.C(O)C.[Li+].[BH4-]>C1COCC1.C(OCC)C.[OH-].[Na+]>[Si:25]([O:24][C@@H:16]([C@H:17]1[CH2:21][O:20][C:19]([CH3:22])([CH3:23])[O:18]1)[C@@H:15]([CH3:32])[CH2:14][OH:33])([C:28]([CH3:31])([CH3:29])[CH3:30])([CH3:26])[CH3:27] |f:2.3,6.7|. Starting materials: NC[C@H]1O[C@H]([C@H]2[C@@H]1OC(O2)(C)C)N2C1=NC=NC(=C1N=C2)N (9-((3aR,4R,6R,6aR)-6-(aminomethyl)-2,2-dimethyltetrahydrofuro[3,4-d][1,3]dioxol-4-yl)-9H-purin-6-amine), O=C1CC(C1)CCC(=O)OCC (ethyl 3-(3-oxocyclobutyl)propanoate), O=C1CC(C1)CCC(=O)OCC (ethyl 3-(3-oxocyclobutyl)propanoate), C(#N)[BH3-].[Na+] (sodium cyanoborohydride), amine, C(C)(=O)O (acetic acid). Run in CO (methanol), CO (MeOH), O (water). Conditions: time 1 hour. Yields the product NC1=C2N=CN(C2=NC=N1)[C@@H]1O[C@@H]([C@@H]2[C@H]1OC(O2)(C)C)CNC2CC(C2)CCC(=O)OCC (ethyl 3-(3-((((3aR,4R,6R,6aR)-6-(6-amino-9H-purin-9-yl)-2,2-dimethyltetrahydrofuro[3,4-d][1,3]dioxol-4-yl)methyl)amino)cyclobutyl)propanoate). As a reaction SMILES: [NH2:1][CH2:2][C@@H:3]1[C@H:7]2[O:8][C:9]([CH3:12])([CH3:11])[O:10][C@H:6]2[C@H:5]([N:13]2[CH:21]=[N:20][C:19]3[C:14]2=[N:15][CH:16]=[N:17][C:18]=3[NH2:22])[O:4]1.O=[C:24]1[CH2:27][CH:26]([CH2:28][CH2:29][C:30]([O:32][CH2:33][CH3:34])=[O:31])[CH2:25]1.C(O)(=O)C.C([BH3-])#N.[Na+]>CO.O>[NH2:22][C:18]1[N:17]=[CH:16][N:15]=[C:14]2[C:19]=1[N:20]=[CH:21][N:13]2[C@H:5]1[C@@H:6]2[O:10][C:9]([CH3:12])([CH3:11])[O:8][C@@H:7]2[C@@H:3]([CH2:2][NH:1][CH:24]2[CH2:25][CH:26]([CH2:28][CH2:29][C:30]([O:32][CH2:33][CH3:34])=[O:31])[CH2:27]2)[O:4]1 |f:3.4|. Procedure details: A mixture of 9-((3aR,4R,6R,6aR)-6-(aminomethyl)-2,2-dimethyltetrahydrofuro[3,4-d][1,3]dioxol-4-yl)-9H-purin-6-amine (0.50 g, 1.6 mmol) and ethyl 3-(3-oxocyclobutyl)propanoate (0.27 g, 1.6 mmol) in methanol (10 mL) was treated with acetic acid (0.09 mL, 2 mmol) at rt and the flask was evacuated and flushed with nitrogen (×3). The reaction mixture was treated at rt with sodium cyanoborohydride (0.26 g, 4.1 mmol), which afforded instant gas evolution and a nearly colorless, clear solution in a few ...